Dataset: the Open Reaction Database (ORD), a public repository of structured organic reaction records. Task: describe an organic reaction: reactants, conditions, products, and yield Starting materials: N1=C(C=NC=C1)N1CCNCC1 (1-(2-pyrazinyl)piperazine), ClC1=C(C(=CC=C1)Cl)N=C=S (2,6-dichlorophenyl isothiocyanate). Solvent: CCOCC (ether), CCOCC (ether). Reaction conditions: time 15 minute. Yields the product ClC1=C(NC(=S)N2CCN(CC2)C2=NC=CN=C2)C(=CC=C1)Cl (2',6'-Dichloro-4-(2-pyrazinyl)-1-piperazinethiocarboxanilide). RXN SMILES: [N:1]1[CH:6]=[CH:5][N:4]=[CH:3][C:2]=1[N:7]1[CH2:12][CH2:11][NH:10][CH2:9][CH2:8]1.[Cl:13][C:14]1[CH:19]=[CH:18][CH:17]=[C:16]([Cl:20])[C:15]=1[N:21]=[C:22]=[S:23]>CCOCC>[Cl:13][C:14]1[CH:19]=[CH:18][CH:17]=[C:16]([Cl:20])[C:15]=1[NH:21][C:22]([N:10]1[CH2:9][CH2:8][N:7]([C:2]2[CH:3]=[N:4][CH:5]=[CH:6][N:1]=2)[CH2:12][CH2:11]1)=[S:23]. Procedure details: To a solution of 4.92 g. of 1-(2-pyrazinyl)piperazine in 50 ml. of anhydrous ether is added dropwise a solution of 6.12 g. of 2,6-dichlorophenyl isothiocyanate in 50 ml. of anhydrous ether over 10 minutes. The mixture is stirred for 15 minutes and the resulting solid collected. This solid is dissolved with heat in a mixture of 200 ml. of acetone and 150 ml. of methanol and then cooled. The resulting solid is collected giving 5.29 g. of the desired product as white crystals, m.p. 225°-227° C.